From a dataset of the Open Reaction Database (ORD), a public repository of structured organic reaction records. describe an organic reaction: reactants, conditions, products, and yield The reactants are C(C(=O)O)(=O)O (oxalic acid), OC=1C=CC2=C(SC(=C2CC2=CC=C(C=C2)O[C@H]2[C@@H](CCCC2)N2CCCCC2)C2=CC=C(C=C2)OCCN2CCCC2)C1 ((±)-6-hydroxy-3-[4-[[trans-2-(1-piperidyl)cyclohexyl]oxy]benzyl]-2-[4-[2-(1-pyrrolidinyl)ethoxy]phenyl]benzo[b]thiophene). Run in C(Cl)(Cl)Cl.CCOC(=O)C (CHCl3 EtOAc), C(Cl)(Cl)Cl (CHCl3). Product: C(C(=O)O)(=O)O.C(C(=O)O)(=O)O.OC=1C=CC2=C(SC(=C2CC2=CC=C(C=C2)O[C@H]2[C@@H](CCCC2)N2CCCCC2)C2=CC=C(C=C2)OCCN2CCCC2)C1 ((±)-6-Hydroxy-3-[4-[[trans-2-(1-piperidyl)cyclohexyl]oxy]benzyl]-2-[4-[2-(1-pyrrolidinyl)ethoxy]phenyl]benzo[b]thiophene Dioxalate). As a reaction SMILES: [C:1]([OH:6])(=[O:5])[C:2]([OH:4])=[O:3].[OH:7][C:8]1[CH:9]=[CH:10][C:11]2[C:15]([CH2:16][C:17]3[CH:22]=[CH:21][C:20]([O:23][C@@H:24]4[CH2:29][CH2:28][CH2:27][CH2:26][C@H:25]4[N:30]4[CH2:35][CH2:34][CH2:33][CH2:32][CH2:31]4)=[CH:19][CH:18]=3)=[C:14]([C:36]3[CH:41]=[CH:40][C:39]([O:42][CH2:43][CH2:44][N:45]4[CH2:49][CH2:48][CH2:47][CH2:46]4)=[CH:38][CH:37]=3)[S:13][C:12]=2[CH:50]=1>C(Cl)(Cl)Cl.CCOC(C)=O.C(Cl)(Cl)Cl>[C:1]([OH:6])(=[O:5])[C:2]([OH:4])=[O:3].[C:1]([OH:6])(=[O:5])[C:2]([OH:4])=[O:3].[OH:7][C:8]1[CH:9]=[CH:10][C:11]2[C:15]([CH2:16][C:17]3[CH:22]=[CH:21][C:20]([O:23][C@@H:24]4[CH2:29][CH2:28][CH2:27][CH2:26][C@H:25]4[N:30]4[CH2:31][CH2:32][CH2:33][CH2:34][CH2:35]4)=[CH:19][CH:18]=3)=[C:14]([C:36]3[CH:37]=[CH:38][C:39]([O:42][CH2:43][CH2:44][N:45]4[CH2:46][CH2:47][CH2:48][CH2:49]4)=[CH:40][CH:41]=3)[S:13][C:12]=2[CH:50]=1 |f:2.3,5.6.7|. Procedure: In approximately 4 mL of CHCl3 -EtOAc (1:1) was dissolved 14.7 mg (0.164 mmol) of oxalic acid. To this was added dropwise 50.0 mg (0.082 mmol) of (±)-6-hydroxy-3-[4-[[trans-2-(1-piperidyl)cyclohexyl]oxy]benzyl]-2-[4-[2-(1-pyrrolidinyl)ethoxy]phenyl]benzo[b]thiophene (Part C) in 7 mL of CHCl3. A white precipitate was formed, and the slurry was sonicated for 30 min and filtered with EtOAc rinse. The precipitate was dried over P2O5 at 55° C. in a vacuum oven. Starting materials: C(=O)([O-])C(O)C(O)C(=O)[O-].[Na+].[K+] (potassium sodium tartrate), C(#N)C1=CC=C(C=C1)NC(=O)NCCCCN(CCC)CCC (1-(4-cyano-phenyl)-3-(4-dipropylaminobutyl)-urea), C(C)(=O)OCC (ethyl acetate), [H-].[Al+3].[Li+].[H-].[H-].[H-] (Lithium aluminum hydride). Solvent: C1CCOC1 (THF). Conditions: time 2.5 hour. Yields the product NCC1=CC(=C(C=C1)NC(=O)NCCCCN(CCC)CCC)C (1-(4-aminomethylmethylphenyl)-3-(4-dipropylaminobutyl)-urea). Reaction SMILES: [C:1]([C:3]1[CH:8]=[CH:7][C:6]([NH:9][C:10]([NH:12][CH2:13][CH2:14][CH2:15][CH2:16][N:17]([CH2:21][CH2:22][CH3:23])[CH2:18][CH2:19][CH3:20])=[O:11])=[CH:5][CH:4]=1)#[N:2].[H-].[Al+3].[Li+].[H-].[H-].[H-].[C:30](OCC)(=O)C.C(C(C(C([O-])=O)O)O)([O-])=O.[Na+].[K+]>C1COCC1>[NH2:2][CH2:1][C:3]1[CH:4]=[CH:5][C:6]([NH:9][C:10]([NH:12][CH2:13][CH2:14][CH2:15][CH2:16][N:17]([CH2:21][CH2:22][CH3:23])[CH2:18][CH2:19][CH3:20])=[O:11])=[C:7]([CH3:30])[CH:8]=1 |f:1.2.3.4.5.6,8.9.10|. Procedure: The compound (466.4 mg) obtained in Example 12-1 was dissolved in anhydrous THF (14 ml) and the whole was cooled with ice. Lithium aluminum hydride (223.1 mg) was added thereto and the whole was stirred at room temperature for 2.5 hours. After the reaction has been stopped by addition of ethyl acetate, an aqueous potassium sodium tartrate solution was added thereto and the whole was stirred, followed by extraction with chloroform. The extract was washed with a saturated saline solution and dried... Starting materials: S(=O)(Cl)Cl (Thionyl chloride), CN(C=O)C (N,N-dimethylformamide), OC(C)C1=CC=2CC3=CC=CC=C3C2C=C1 (2-(1-hydroxyethyl)-9H-fluorene). Run in C(Cl)Cl (methylene chloride). Conditions: time 30 minute. The product is ClC(C)C1=CC=2CC3=CC=CC=C3C2C=C1 (2-(1-chloroethyl)-9H-fluorene). RXN SMILES: S(Cl)([Cl:3])=O.CN(C)C=O.O[CH:11]([C:13]1[CH:25]=[CH:24][C:23]2[C:22]3[C:17](=[CH:18][CH:19]=[CH:20][CH:21]=3)[CH2:16][C:15]=2[CH:14]=1)[CH3:12]>C(Cl)Cl>[Cl:3][CH:11]([C:13]1[CH:25]=[CH:24][C:23]2[C:22]3[C:17](=[CH:18][CH:19]=[CH:20][CH:21]=3)[CH2:16][C:15]=2[CH:14]=1)[CH3:12]. Procedure details: Thionyl chloride (1.1 ml) and catalytically effective amount of N,N-dimethylformamide were added to a solution of 2-(1-hydroxyethyl)-9H-fluorene (1.05 g) in methylene chloride (15 ml) under ice-cooling, and the mixture was stirred at room temperature for 30 minutes and then heated under reflux for 1 hour. By evaporating the solvent under reduced pressure, 2-(1-chloroethyl)-9H-fluorene was obtained.